This data is from the Open Reaction Database (ORD), a public repository of structured organic reaction records. The task is: describe an organic reaction: reactants, conditions, products, and yield Starting materials: CC1(C)CN(Cc2ccccc2)CC1O, CCO, Cl. Yields the product Cl, CC1(C)CNCC1O. RXN SMILES: [CH2:1]([c:2]1[cH:3][cH:4][cH:5][cH:6][cH:7]1)[N:8]1[CH2:9][CH:10]([OH:15])[C:11]([CH3:13])([CH3:14])[CH2:12]1.[CH3:17][CH2:18][OH:19].[ClH:16]>>[ClH:16].[NH:8]1[CH2:9][CH:10]([OH:15])[C:11]([CH3:13])([CH3:14])[CH2:12]1. Starting materials: COC(=O)c1ccc(CNc2nccn3c(-c4ccc(OC)c(OC)c4)cnc23)cc1, [Li+], C1CCOC1, [OH-], O. The product is COc1ccc(-c2cnc3c(NCc4ccc(C(=O)O)cc4)nccn23)cc1OC. As a reaction SMILES: [CH3:1][O:2][C:3]([c:4]1[cH:5][cH:6][c:7]([CH2:10][NH:11][c:12]2[c:13]3[n:14]([cH:15][cH:16][n:17]2)[c:18](-[c:21]2[cH:22][c:23]([O:29][CH3:30])[c:24]([O:27][CH3:28])[cH:25][cH:26]2)[cH:19][n:20]3)[cH:8][cH:9]1)=[O:31].[Li+:32].[O:34]1[CH2:35][CH2:36][CH2:37][CH2:38]1.[OH-:33].[OH2:39]>>[O:2]=[C:3]([c:4]1[cH:5][cH:6][c:7]([CH2:10][NH:11][c:12]2[c:13]3[n:14]([cH:15][cH:16][n:17]2)[c:18](-[c:21]2[cH:22][c:23]([O:29][CH3:30])[c:24]([O:27][CH3:28])[cH:25][cH:26]2)[cH:19][n:20]3)[cH:8][cH:9]1)[OH:31]. Reactants: COC(=O)C(CC1CCCCC1)c1ccc(-n2nnnc2C)c(Cl)c1, CCO, [Na+], [OH-]. Yields the product Cc1nnnn1-c1ccc(C(CC2CCCCC2)C(=O)O)cc1Cl. RXN SMILES: [CH3:1][O:2][C:3]([CH:4]([CH2:5][CH:6]1[CH2:7][CH2:8][CH2:9][CH2:10][CH2:11]1)[c:12]1[cH:13][c:14]([Cl:24])[c:15](-[n:18]2[n:19][n:20][n:21][c:22]2[CH3:23])[cH:16][cH:17]1)=[O:25].[CH3:28][CH2:29][OH:30].[Na+:27].[OH-:26]>>[O:2]=[C:3]([CH:4]([CH2:5][CH:6]1[CH2:7][CH2:8][CH2:9][CH2:10][CH2:11]1)[c:12]1[cH:13][c:14]([Cl:24])[c:15](-[n:18]2[n:19][n:20][n:21][c:22]2[CH3:23])[cH:16][cH:17]1)[OH:25]. Starting materials: Fc1ccccc1Cn1nc(-c2ncc(Br)cn2)c2cccnc21, O=C([O-])[O-], COCCOC, [Cs+], [Cs+], OCc1ccccc1B(O)O. The product is OCc1ccccc1-c1cnc(-c2nn(Cc3ccccc3F)c3ncccc23)nc1. RXN SMILES: [Br:1][c:2]1[cH:3][n:4][c:5](-[c:8]2[n:9][n:10]([CH2:17][c:18]3[c:19]([F:24])[cH:20][cH:21][cH:22][cH:23]3)[c:11]3[n:12][cH:13][cH:14][cH:15][c:16]23)[n:6][cH:7]1.[C:36](=[O:37])([O-:38])[O-:39].[CH3:42][O:43][CH2:44][CH2:45][O:46][CH3:47].[Cs+:40].[Cs+:41].[OH:25][CH2:26][c:27]1[c:28]([B:33]([OH:34])[OH:35])[cH:29][cH:30][cH:31][cH:32]1>>[c:2]1(-[c:28]2[c:27]([CH2:26][OH:25])[cH:32][cH:31][cH:30][cH:29]2)[cH:3][n:4][c:5](-[c:8]2[n:9][n:10]([CH2:17][c:18]3[c:19]([F:24])[cH:20][cH:21][cH:22][cH:23]3)[c:11]3[n:12][cH:13][cH:14][cH:15][c:16]23)[n:6][cH:7]1. The reactants are C(C)O (Ethanol), C1(=CC=CC2=CC=CC=C12)S(=O)(=O)CC=1C=C(OCCOS(=O)(=O)C2=CC=C(C=C2)C)C=CC1[N+](=O)[O-] (toluene-4-sulfonic acid 2-[3-(naphthalene-1-sulfonylmethyl)-4-nitro-phenoxy]-ethyl ester). Reagents/catalysts: [Pd] (palladium on carbon). Solvent: C1CCOC1 (THF). Conditions: time 5 hour. The product is NC1=C(C=C(OCCOS(=O)(=O)C2=CC=C(C=C2)C)C=C1)CS(=O)(=O)C1=CC=CC2=CC=CC=C12 (toluene-4-sulfonic acid 2-[4-amino-3-(naphthalene-1-sulfonylmethyl)-phenoxy]-ethyl ester). The yield is 87.6%. As a reaction SMILES: C(O)C.[C:4]1([S:14]([CH2:17][C:18]2[CH:19]=[C:20]([CH:35]=[CH:36][C:37]=2[N+:38]([O-])=O)[O:21][CH2:22][CH2:23][O:24][S:25]([C:28]2[CH:33]=[CH:32][C:31]([CH3:34])=[CH:30][CH:29]=2)(=[O:27])=[O:26])(=[O:16])=[O:15])[C:13]2[C:8](=[CH:9][CH:10]=[CH:11][CH:12]=2)[CH:7]=[CH:6][CH:5]=1>[Pd].C1COCC1>[NH2:38][C:37]1[CH:36]=[CH:35][C:20]([O:21][CH2:22][CH2:23][O:24][S:25]([C:28]2[CH:33]=[CH:32][C:31]([CH3:34])=[CH:30][CH:29]=2)(=[O:26])=[O:27])=[CH:19][C:18]=1[CH2:17][S:14]([C:4]1[C:13]2[C:8](=[CH:9][CH:10]=[CH:11][CH:12]=2)[CH:7]=[CH:6][CH:5]=1)(=[O:15])=[O:16]. Reported procedure: Ethanol (180 mL) and 10% palladium on carbon (5.2 g) were added to a hot solution of toluene-4-sulfonic acid 2-[3-(naphthalene-1-sulfonylmethyl)-4-nitro-phenoxy]-ethyl ester (11.5 g, 21.2 mmol) in THF (180 mL). This mixture was shaken on the Parr hydrogenation apparatus for 5 hours, with a starting pressure of 47 psi. It was then filtered over Celite, concentrated and dried in vacuo at 80° C. for 30 minutes to give toluene-4-sulfonic acid 2-[4-amino-3-(naphthalene-1-sulfonylmethyl)-phenoxy]-ethy... The reagents and catalysts are [Zn] (zinc). Procedure: A solution of 17β-cyclopropyloxy-4-nitroandrost-4-en-3-one (1.0 g, 2.71 mM), either prepared above or by other known techniques, in acetic acid (10 ml) is treated with zinc dust (1.0 g). The combination (mixture) is vigorously stirred for 1.5 hours at room temperature. The zinc salts are removed by filtration and washed with ethyl acetate. The combined filtrate and wash are combined and concentrated to a yellow solid which is then redissolved in ethyl acetate and extracted three times with 1M hy... Run in C(C)(=O)O (acetic acid). Reaction conditions: time 1.5 hour. The yield is 64.1%. As a reaction SMILES: [CH:1]1([O:4][C@H:5]2[CH2:10][CH2:9][C@H:8]3[C@H:11]4[C@H:21]([CH2:22][CH2:23][C@:6]23[CH3:7])[C@:19]2([CH3:20])[C:14](=[C:15]([N+:25]([O-])=O)[C:16](=[O:24])[CH2:17][CH2:18]2)[CH2:13][CH2:12]4)[CH2:3][CH2:2]1>C(O)(=O)C.[Zn]>[NH2:25][C:15]1[C:16](=[O:24])[CH2:17][CH2:18][C@@:19]2([CH3:20])[C:14]=1[CH2:13][CH2:12][C@@H:11]1[C@@H:21]2[CH2:22][CH2:23][C@@:6]2([CH3:7])[C@H:8]1[CH2:9][CH2:10][CH:5]2[O:4][CH:1]1[CH2:2][CH2:3]1. Yields the product NC1=C2CC[C@H]3[C@@H]4CCC([C@@]4(C)CC[C@@H]3[C@]2(CCC1=O)C)OC1CC1 (4-amino-17-cyclopropyloxyandrost-4-en-3-one). The reactants are C1(CC1)O[C@@H]1[C@]2(C)[C@@H](CC1)[C@@H]1CCC3=C(C(CC[C@]3(C)[C@H]1CC2)=O)[N+](=O)[O-] (17β-cyclopropyloxy-4-nitroandrost-4-en-3-one). Starting materials: COC1=C(C=CC=C1)C(C(C)C)=O (1-(2-methoxyphenyl)-2-methyl-1-propanone), BrC1=CC(=C(C=C1)F)NC(=O)OC(C)(C)C (4-bromo-2-(tert-butoxycarbonylamino)-1-fluoro -benzene), CC(C)([O-])C.[Na+] (sodium tert-butoxide), Cl (hydrochloric acid). The reagents and catalysts are C(C)(=O)[O-].[Pd+2].C(C)(=O)[O-] (palladium(II) acetate), F[B-](F)(F)F.C(C)(C)(C)P(C(C)(C)C)C(C)(C)C (tri(tert -butyl)phosphine tetrafluoroborate). Solvent: O (water), O1CCCC1 (tetrahydrofuran). Conditions: temperature 60 celsius, time 8 hour. The product is C(C)(C)(C)OC(=O)NC=1C=C(C=CC1F)C(C(=O)C1=C(C=CC=C1)OC)(C)C (2-[3-(tert-butoxycarbonylamino)-4-fluorophenyl]-1-(2-methoxyphenyl)-2-methyl-1-propanone). Isolated yield 72.5%. Reaction SMILES: [CH3:1][O:2][C:3]1[CH:8]=[CH:7][CH:6]=[CH:5][C:4]=1[C:9](=[O:13])[CH:10]([CH3:12])[CH3:11].Br[C:15]1[CH:20]=[CH:19][C:18]([F:21])=[C:17]([NH:22][C:23]([O:25][C:26]([CH3:29])([CH3:28])[CH3:27])=[O:24])[CH:16]=1.CC(C)([O-])C.[Na+].Cl>O1CCCC1.C([O-])(=O)C.[Pd+2].C([O-])(=O)C.F[B-](F)(F)F.C(P(C(C)(C)C)C(C)(C)C)(C)(C)C.O>[C:26]([O:25][C:23]([NH:22][C:17]1[CH:16]=[C:15]([C:10]([CH3:12])([CH3:11])[C:9]([C:4]2[CH:5]=[CH:6][CH:7]=[CH:8][C:3]=2[O:2][CH3:1])=[O:13])[CH:20]=[CH:19][C:18]=1[F:21])=[O:24])([CH3:29])([CH3:28])[CH3:27] |f:2.3,6.7.8,9.10|. Reported procedure: A mixture of 1-(2-methoxyphenyl)-2-methyl-1-propanone (0.58 g), 4-bromo-2-(tert-butoxycarbonylamino)-1-fluoro -benzene (0.94 g), palladium(II) acetate (37 mg), tri(tert -butyl)phosphine tetrafluoroborate (47 mg) and sodium tert-butoxide (0.78 g) in tetrahydrofuran (10 mL) was stirred at 60° C. under an argon atmosphere overnight. To the reaction mixture was added water, and the mixture was stirred for 10 minutes. The mixture was poured into 1 mol/L hydrochloric acid, and the resulting mixture wa...